Dataset: the Open Reaction Database (ORD), a public repository of structured organic reaction records. Task: describe an organic reaction: reactants, conditions, products, and yield The reactants are CC(=O)Cl, Nc1ccc(F)cc1CCN1CCN(c2nsc3ccccc23)CC1. Yields the product CC(=O)Nc1ccc(F)cc1CCN1CCN(c2nsc3ccccc23)CC1. As a reaction SMILES: [CH3:26][C:27]([Cl:28])=[O:29].[s:1]1[n:2][c:3]([N:10]2[CH2:11][CH2:12][N:13]([CH2:16][CH2:17][c:18]3[c:19]([NH2:25])[cH:20][cH:21][c:22]([F:24])[cH:23]3)[CH2:14][CH2:15]2)[c:4]2[c:5]1[cH:6][cH:7][cH:8][cH:9]2>>[s:1]1[n:2][c:3]([N:10]2[CH2:11][CH2:12][N:13]([CH2:16][CH2:17][c:18]3[c:19]([NH:25][C:27]([CH3:26])=[O:29])[cH:20][cH:21][c:22]([F:24])[cH:23]3)[CH2:14][CH2:15]2)[c:4]2[c:5]1[cH:6][cH:7][cH:8][cH:9]2. The reactants are N#CC1=C(C#N)C(=O)C(Cl)=C(Cl)C1=O, ClCCl, OCc1ccc(F)c(F)c1O. Yields the product O=Cc1ccc(F)c(F)c1O. Reaction SMILES: [Cl:12][C:13]1=[C:24]([Cl:25])[C:22](=[O:23])[C:19]([C:20]#[N:21])=[C:16]([C:17]#[N:18])[C:14]1=[O:15].[Cl:26][CH2:27][Cl:28].[F:1][c:2]1[c:3]([OH:11])[c:4]([CH2:9][OH:10])[cH:5][cH:6][c:7]1[F:8]>>[F:1][c:2]1[c:3]([OH:11])[c:4]([CH:9]=[O:10])[cH:5][cH:6][c:7]1[F:8].